Dataset: the Open Reaction Database (ORD), a public repository of structured organic reaction records. Task: describe an organic reaction: reactants, conditions, products, and yield Starting materials: CI, CCO, [K+], NCCCCCCCCCCC(=O)O, [OH-], O, S=C=S. The product is CSC(=S)NCCCCCCCCCCC(=O)O. As a reaction SMILES: [CH3:20][I:21].[CH3:22][CH2:23][OH:24].[K+:2].[NH2:3][CH2:4][CH2:5][CH2:6][CH2:7][CH2:8][CH2:9][CH2:10][CH2:11][CH2:12][CH2:13][C:14](=[O:15])[OH:16].[OH-:1].[OH2:25].[S:17]=[C:18]=[S:19]>>[NH:3]([CH2:4][CH2:5][CH2:6][CH2:7][CH2:8][CH2:9][CH2:10][CH2:11][CH2:12][CH2:13][C:14](=[O:15])[OH:16])[C:18]([S:17][CH3:20])=[S:19]. The solvent is C(C)OCC (diethyl ether). RXN SMILES: Cl[C:2]1[C:11]2[C:6](=[CH:7][CH:8]=[CH:9][CH:10]=2)[N:5]=[C:4]([CH3:12])[C:3]=1[C:13]([O:15]CC)=O.[C:18]1([NH:24][NH2:25])[CH:23]=[CH:22][CH:21]=[CH:20][CH:19]=1.C1(C)C(C)=CC=CC=1>C(OCC)C>[CH3:12][C:4]1[NH:5][C:6]2[CH:7]=[CH:8][CH:9]=[CH:10][C:11]=2[C:2]2[C:3]=1[C:13](=[O:15])[N:24]([C:18]1[CH:23]=[CH:22][CH:21]=[CH:20][CH:19]=1)[N:25]=2. The product is CC=1NC=2C=CC=CC2C=2C1C(N(N2)C2=CC=CC=C2)=O (4-methyl-2-phenylpyrazolo[4,3-c]quinolin-3(5H)-one). Starting materials: ClC1=C(C(=NC2=CC=CC=C12)C)C(=O)OCC (ethyl 4-chloro-2-methylquinolin-3-carboxylate), C1(=CC=CC=C1)NN (phenylhydrazine), C=1(C(=CC=CC1)C)C (xylene). Reported procedure: The mixture of 3.6 g of ethyl 4-chloro-2-methylquinolin-3-carboxylate, 1.8 g of phenylhydrazine and 40 ml of xylene is refluxed for 4 hours, cooled to room temperature, diluted with diethyl ether and filtered. The residue is dissolved in 50 ml of 2 N aqueous sodium hydroxide, the solution washed with diethyl ether and its pH adjusted to 8.5 with ammonium chloride. The precipitate formed is collected, washed successively with hot water, methanol and diethyl ether, to yield the 4-methyl-2-phenylpy...